This data is from the Open Reaction Database (ORD), a public repository of structured organic reaction records. The task is: describe an organic reaction: reactants, conditions, products, and yield Reactants: CCOC(=O)C=[N+]=[N-], CC(C)CCC=O, ClCCl, Cl[Sn]Cl. The product is CCOC(=O)CC(=O)CCC(C)C. As a reaction SMILES: [CH2:1]([CH3:2])[O:3][C:4]([CH:5]=[N+:6]=[N-:7])=[O:8].[CH3:12][CH:13]([CH2:14][CH2:15][CH:16]=[O:17])[CH3:18].[Cl:19][CH2:20][Cl:21].[Sn:9]([Cl:10])[Cl:11]>>[CH2:1]([CH3:2])[O:3][C:4]([CH2:5][C:16]([CH2:15][CH2:14][CH:13]([CH3:12])[CH3:18])=[O:17])=[O:8]. Starting materials: N1CCOCC1 (morpholine), C(C=C)#N (acrylonitrile), triamine. Reagents/catalysts: C(C)N(CC)CC (triethylamine). Run at time 5 hour. Product: NCCCN1CCOCC1 (Aminopropylmorpholine). Reaction SMILES: [NH:1]1[CH2:6][CH2:5][O:4][CH2:3][CH2:2]1.[C:7](#[N:10])[CH:8]=[CH2:9]>C(N(CC)CC)C>[NH2:10][CH2:7][CH2:8][CH2:9][N:1]1[CH2:6][CH2:5][O:4][CH2:3][CH2:2]1. Procedure details: One mole of morpholine is reacted with 1.1 moles of acrylonitrile, added at about 28° C. with about 0.05 moles of a basic triamine, such as triethylamine, as a catalyst. The reaction is exothermic. After stirring for about 5 hours, the reaction mixture is distilled free of unreacted acrylonitrile. The resulting acrylonitrile adduct is reduced to the amine at 100° C. -150° C. under 1000 psig hydrogen using a copper catalyst. The resulting product is distilled to purity. The reactants are FC1=C(C=CC=C1)CCCN1CCC(CC1)CNC(=O)C1=CC2=CN=C3C=CC=C(S1)N32 (N-[1-(3-(2-fluorophenyl)propan-1-yl)piperidin-4-ylmethyl]-5-thia-1,8b-diazaacenaphthylene-4-carboxamide), Cl.CO (HCl methanol). Solvent: C(C)O (ethanol). The product is Cl.Cl.FC1=C(C=CC=C1)CCCN1CCC(CC1)CNC(=O)C1=CC2=CN=C3C=CC=C(S1)N32 (N-[1-(3-(2-fluorophenyl)propan-1-yl)piperidin-4-ylmethyl]-5-thia-1,8b-diazaacenaphthylene-4-carboxamide Dihydrochloride). Reaction SMILES: [F:1][C:2]1[CH:7]=[CH:6][CH:5]=[CH:4][C:3]=1[CH2:8][CH2:9][CH2:10][N:11]1[CH2:16][CH2:15][CH:14]([CH2:17][NH:18][C:19]([C:21]2[S:31][C:30]3[N:32]4[C:23](=[CH:24][N:25]=[C:26]4[CH:27]=[CH:28][CH:29]=3)[CH:22]=2)=[O:20])[CH2:13][CH2:12]1.[ClH:33].CO>C(O)C>[ClH:33].[ClH:33].[F:1][C:2]1[CH:7]=[CH:6][CH:5]=[CH:4][C:3]=1[CH2:8][CH2:9][CH2:10][N:11]1[CH2:16][CH2:15][CH:14]([CH2:17][NH:18][C:19]([C:21]2[S:31][C:30]3[N:32]4[C:23](=[CH:24][N:25]=[C:26]4[CH:27]=[CH:28][CH:29]=3)[CH:22]=2)=[O:20])[CH2:13][CH2:12]1 |f:1.2,4.5.6|. Procedure: To a solution of 347 mg (0.8 mM) of N-[1-(3-(2-fluorophenyl)propan-1-yl)piperidin-4-ylmethyl]-5-thia-1,8b-diazaacenaphthylene-4-carboxamide in ethanol (4 ml) was added 1.0 ml (4.0 mM) of 4N-HCl/methanol. After the solvent was distilled off under reduced pressure, ethanol and diethyl ether were added to the residue and the resulting crystals were collected by filtration and rinsed with ethanol and diethyl ether to provide the title compound. The reactants are SCCC(C)(C)NC(OCC1=CC=CC=C1)=O (benzyl 4-mercapto-2-methylbutan-2-ylcarbamate), CC1=CC=C(C=C1)S(=O)(=O)OCC1OCCOCCOCCOC1 ((1,4,7,10-tetraoxacyclododecan-2-yl)methyl 4-methylbenzenesulfonate), C([O-])([O-])=O.[Cs+].[Cs+] (cesium carbonate). Procedure details: To a solution of benzyl 4-mercapto-2-methylbutan-2-ylcarbamate (242 mg, 0.955 mmol) in N,N-dimethylformamide (1 ml) was added (1,4,7,10-tetraoxacyclododecan-2-yl)methyl 4-methylbenzenesulfonate (218.4 mg, 0.6060 mmol) and cesium carbonate (253 mg, 0.776 mmol). The solution was heated to 60° C. for 15 hours, cooled to room temperature, concentrated in vacuo, and the residue purified by flash chromatography (30%-100% ethylacetate in hexanes) to afford the title compound as a clear oil (quantitativ... Run at temperature 60 celsius. As a reaction SMILES: [SH:1][CH2:2][CH2:3][C:4]([NH:7][C:8](=[O:17])[O:9][CH2:10][C:11]1[CH:16]=[CH:15][CH:14]=[CH:13][CH:12]=1)([CH3:6])[CH3:5].CC1C=CC(S(O[CH2:29][CH:30]2[CH2:41][O:40][CH2:39][CH2:38][O:37][CH2:36][CH2:35][O:34][CH2:33][CH2:32][O:31]2)(=O)=O)=CC=1.C(=O)([O-])[O-].[Cs+].[Cs+]>CN(C)C=O>[O:31]1[CH2:32][CH2:33][O:34][CH2:35][CH2:36][O:37][CH2:38][CH2:39][O:40][CH2:41][CH:30]1[CH2:29][S:1][CH2:2][CH2:3][C:4]([NH:7][C:8](=[O:17])[O:9][CH2:10][C:11]1[CH:16]=[CH:15][CH:14]=[CH:13][CH:12]=1)([CH3:6])[CH3:5] |f:2.3.4|. The product is O1C(COCCOCCOCC1)CSCCC(C)(C)NC(OCC1=CC=CC=C1)=O (Benzyl 4-((1,4,7,10-tetraoxacyclododecan-2-yl)methylthio)-2-methylbutan-2-ylcarbamate). The solvent is CN(C=O)C (N,N-dimethylformamide). Reactants: C(CCC)C=1C(=C(C2=CC=C(C=C2C1)OC)OC1=CC=C(C=C1)/C=C/C(=O)O)C1=CC=CC=C1 ((2E)-3-(4-{[3-Butyl-6-(methyloxy)-2-phenyl-1-naphthalenyl]oxy}phenyl)-2-propenoic acid), B(Br)(Br)Br (BBr3). Run in C(Cl)Cl (CH2Cl2). Product: C(CCC)C=1C(=C(C2=CC=C(C=C2C1)O)OC1=CC=C(C=C1)/C=C/C(=O)O)C1=CC=CC=C1 ((2E)-3-{4-[(3-Butyl-6-hydroxy-2-phenyl-1-naphthalenyl)oxy]phenyl}-2-propenoic acid). Yield: 65.6%. Reaction SMILES: [CH2:1]([C:5]1[C:6]([C:29]2[CH:34]=[CH:33][CH:32]=[CH:31][CH:30]=2)=[C:7]([O:17][C:18]2[CH:23]=[CH:22][C:21](/[CH:24]=[CH:25]/[C:26]([OH:28])=[O:27])=[CH:20][CH:19]=2)[C:8]2[C:13]([CH:14]=1)=[CH:12][C:11]([O:15]C)=[CH:10][CH:9]=2)[CH2:2][CH2:3][CH3:4].B(Br)(Br)Br>C(Cl)Cl>[CH2:1]([C:5]1[C:6]([C:29]2[CH:30]=[CH:31][CH:32]=[CH:33][CH:34]=2)=[C:7]([O:17][C:18]2[CH:23]=[CH:22][C:21](/[CH:24]=[CH:25]/[C:26]([OH:28])=[O:27])=[CH:20][CH:19]=2)[C:8]2[C:13]([CH:14]=1)=[CH:12][C:11]([OH:15])=[CH:10][CH:9]=2)[CH2:2][CH2:3][CH3:4]. Procedure details: Methyl ether 84 (0.15 g, 0.33 mmol) was treated with BBr3 in CH2Cl2 to give the crude product as a yellow viscous oil, which was purified by reverse phase preparation HPLC on Agilent 1100 to afford 95 mg (65%) of the title compound (85) as pale yellow solid. mp 128-130° C. 1H NMR (400 MHz, CH3OH-d4): δ 0.74 (t, J=7.3 Hz, 3H), 1.10-1.25 (m, 2H), 1.35-1.45 (m, 2H), 2.50-2.60 (m, 2H), 6.25 (d, J=16.1 Hz, 1H), 6.55 (d, J=8.6 Hz, 2H), 6.96 (dd, J1=9.0 Hz, J2=2.0 Hz, 1H), 7.08-7.18 (m, 3H), 7.18-7.28 ...